Dataset: the Open Reaction Database (ORD), a public repository of structured organic reaction records. Task: describe an organic reaction: reactants, conditions, products, and yield Reactants: COc1ccc(CN2C(=O)CN(Cc3ccc(CNC(=O)OC(C)(C)C)cc3)S2(=O)=O)c(OC)c1, CCOC(C)=O, Cl. Yields the product Cl, COc1ccc(CN2C(=O)CN(Cc3ccc(CN)cc3)S2(=O)=O)c(OC)c1. Reaction SMILES: [C:1]([O:2][C:3](=[O:4])[NH:7][CH2:8][c:9]1[cH:10][cH:11][c:12]([CH2:15][N:16]2[S:17](=[O:33])(=[O:34])[N:18]([CH2:22][c:23]3[c:24]([O:31][CH3:32])[cH:25][c:26]([O:29][CH3:30])[cH:27][cH:28]3)[C:19](=[O:21])[CH2:20]2)[cH:13][cH:14]1)([CH3:5])([CH3:6])[CH3:35].[CH3:37][CH2:38][O:39][C:40]([CH3:41])=[O:42].[ClH:36]>>[ClH:36].[NH2:7][CH2:8][c:9]1[cH:10][cH:11][c:12]([CH2:15][N:16]2[S:17](=[O:33])(=[O:34])[N:18]([CH2:22][c:23]3[c:24]([O:31][CH3:32])[cH:25][c:26]([O:29][CH3:30])[cH:27][cH:28]3)[C:19](=[O:21])[CH2:20]2)[cH:13][cH:14]1. Product: IC1=CC=C(C=C1)C1=CN=C(N1)[C@H]([C@@H](C)C1=CC=CC=C1)N1C(N[C@@H](C1=O)CC(=O)NOCCOC=C)=O (2-((R)-1-{(1S,2S)-1-[5-(4-iodo-phenyl)-1H-imidazol-2-yl]-2-phenyl-propyl}-2,5-dioxo-imidazolidin-4-yl)-N-(2-vinyloxy-ethoxy)-acetamide). Reported procedure: To a solution of ((R)-1-{(1S,2S)-1-[5-(4-iodo-phenyl)-1H-imidazol-2-yl]-2-phenyl-propyl}-2,5-dioxo-imidazolidin-4-yl)-acetic acid; hydrochloride salt (114 mg, 0.21 mmol) (prepared as described in example 8), O-(2-vinyloxy-ethyl)-hydroxylamine (26 mg, 0.25 mmol) (prepared as described in WO 02/06213) and N,N-diisopropylethyl amine (0.11 mL, 0.63 mmol) in N,N-dimethylformamide (2 mL) was added O-benzotriazol-1-yl-N,N,N′,N′-bis(tetramethylene)uronium hexafluororophosphate (110 mg, 0.25 mmol). The r... RXN SMILES: [I:1][C:2]1[CH:7]=[CH:6][C:5]([C:8]2[NH:12][C:11]([C@@H:13]([N:22]3[C:26](=[O:27])[C@@H:25]([CH2:28][C:29]([OH:31])=O)[NH:24][C:23]3=[O:32])[C@H:14]([C:16]3[CH:21]=[CH:20][CH:19]=[CH:18][CH:17]=3)[CH3:15])=[N:10][CH:9]=2)=[CH:4][CH:3]=1.[CH:33]([O:35][CH2:36][CH2:37][O:38][NH2:39])=[CH2:34].C(N(CC)C(C)C)(C)C>CN(C)C=O.C(OCC)(=O)C>[I:1][C:2]1[CH:3]=[CH:4][C:5]([C:8]2[NH:12][C:11]([C@@H:13]([N:22]3[C:26](=[O:27])[C@@H:25]([CH2:28][C:29]([NH:39][O:38][CH2:37][CH2:36][O:35][CH:33]=[CH2:34])=[O:31])[NH:24][C:23]3=[O:32])[C@H:14]([C:16]3[CH:17]=[CH:18][CH:19]=[CH:20][CH:21]=3)[CH3:15])=[N:10][CH:9]=2)=[CH:6][CH:7]=1. Reaction conditions: time 1 hour. Yield: 61.0%. The reactants are IC1=CC=C(C=C1)C1=CN=C(N1)[C@H]([C@@H](C)C1=CC=CC=C1)N1C(N[C@@H](C1=O)CC(=O)O)=O (((R)-1-{(1S,2S)-1-[5-(4-iodo-phenyl)-1H-imidazol-2-yl]-2-phenyl-propyl}-2,5-dioxo-imidazolidin-4-yl)-acetic acid), hydrochloride salt, C(=C)OCCON (O-(2-vinyloxy-ethyl)-hydroxylamine), C(C)(C)N(C(C)C)CC (N,N-diisopropylethyl amine), O-benzotriazol-1-yl-N,N,N′,N′-bis(tetramethylene)uronium. Run in CN(C=O)C (N,N-dimethylformamide), C(C)(=O)OCC (ethyl acetate). Reaction SMILES: [OH-].[K+].[CH3:3]C1C=CC(S(N(N=O)C)(=O)=O)=CC=1.C(O)CO.CCOCC.[NH:26]1[C:30]2[CH:31]=[C:32]([N:35]3[CH:39]([C:40]4[CH:45]=[CH:44][CH:43]=[C:42]([F:46])[C:41]=4[F:47])[C:38]([C:48]4[CH:53]=[CH:52][CH:51]=[CH:50][CH:49]=4)=[C:37]([OH:54])[C:36]3=[O:55])[CH:33]=[CH:34][C:29]=2[N:28]=[CH:27]1>CO>[NH:26]1[C:30]2[CH:31]=[C:32]([N:35]3[CH:39]([C:40]4[CH:45]=[CH:44][CH:43]=[C:42]([F:46])[C:41]=4[F:47])[C:38]([C:48]4[CH:53]=[CH:52][CH:51]=[CH:50][CH:49]=4)=[C:37]([O:54][CH3:3])[C:36]3=[O:55])[CH:33]=[CH:34][C:29]=2[N:28]=[CH:27]1 |f:0.1,3.4|. The solvent is CO (MeOH). Starting materials: [OH-].[K+] (KOH), N1C=NC2=C1C=C(C=C2)N2C(C(=C(C2C2=C(C(=CC=C2)F)F)C2=CC=CC=C2)O)=O (1-(1H-Benzo[d]imidazol-6-yl)-5-(2,3-difluorophenyl)-3-hydroxy-4-phenyl-1H-pyrrol-2(5H)-one), CC1=CC=C(C=C1)S(=O)(=O)N(C)N=O (diazald), C(CO)O.CCOCC (ethylene glycol Et2O). Reported procedure: The compound was synthesized starting from KOH (15 eq in water), diazald (9 eq), ethylene glycol/Et2O (1/2.8 v/v, 34 ml), 1-(1H-Benzo[d]imidazol-6-yl)-5-(2,3-difluorophenyl)-3-hydroxy-4-phenyl-1H-pyrrol-2(5H)-one (1 g, 2.48 mmol, 1 eq) and MeOH (10 ml); yield: 0.160 g (60%); MS m/z: 418.1 [M+H]+; 1H-NMR: (400 MHz, CDCl3) δ: 7.87 (s, 1H), 7.74 (s, 1H), 7.58-7.50 (m, 3H), 7.36-7.2 (m, 5H), 4.18 (s, 3H); HPLC (METHOD [A]): rt 14.70 min (99.68%) The product is N1C=NC2=C1C=C(C=C2)N2C(C(=C(C2C2=C(C(=CC=C2)F)F)C2=CC=CC=C2)OC)=O (1-(1H-Benzo[d]imidazol-6-yl)-5-(2,3-difluorophenyl)-3-methoxy-4-phenyl-1H-pyrrol-2(5H)-one).